Dataset: the Open Reaction Database (ORD), a public repository of structured organic reaction records. Task: describe an organic reaction: reactants, conditions, products, and yield The reactants are CC(C)(C)OC(=O)N1CCN(C(=O)c2ncc(Br)cn2)CC1, COCCOC, CO, [Cs+], [F-], c1ccc(P(c2ccccc2)(c2ccccc2)[Pd](P(c2ccccc2)(c2ccccc2)c2ccccc2)(P(c2ccccc2)(c2ccccc2)c2ccccc2)P(c2ccccc2)(c2ccccc2)c2ccccc2)cc1, OB(O)c1ccncc1. The product is CC(C)(C)OC(=O)N1CCN(C(=O)c2ncc(-c3ccncc3)cn2)CC1. RXN SMILES: [C:7]([CH3:8])([CH3:9])([CH3:10])[O:11][C:12](=[O:13])[N:14]1[CH2:15][CH2:16][N:17]([C:20](=[O:21])[c:22]2[n:23][cH:24][c:25]([Br:28])[cH:26][n:27]2)[CH2:18][CH2:19]1.[CH2:1]([CH2:2][O:3][CH3:4])[O:5][CH3:6].[CH3:117][OH:118].[Cs+:39].[F-:38].[cH:40]1[cH:41][cH:42][c:43]([P:44]([Pd:45]([P:46]([c:47]2[cH:48][cH:49][cH:50][cH:51][cH:52]2)([c:53]2[cH:54][cH:55][cH:56][cH:57][cH:58]2)[c:59]2[cH:60][cH:61][cH:62][cH:63][cH:64]2)([P:65]([c:66]2[cH:67][cH:68][cH:69][cH:70][cH:71]2)([c:72]2[cH:73][cH:74][cH:75][cH:76][cH:77]2)[c:78]2[cH:79][cH:80][cH:81][cH:82][cH:83]2)[P:84]([c:85]2[cH:86][cH:87][cH:88][cH:89][cH:90]2)([c:91]2[cH:92][cH:93][cH:94][cH:95][cH:96]2)[c:97]2[cH:98][cH:99][cH:100][cH:101][cH:102]2)([c:103]2[cH:104][cH:105][cH:106][cH:107][cH:108]2)[c:109]2[cH:110][cH:111][cH:112][cH:113][cH:114]2)[cH:115][cH:116]1.[n:29]1[cH:30][cH:31][c:32]([B:35]([OH:36])[OH:37])[cH:33][cH:34]1>>[C:7]([CH3:8])([CH3:9])([CH3:10])[O:11][C:12](=[O:13])[N:14]1[CH2:15][CH2:16][N:17]([C:20](=[O:21])[c:22]2[n:23][cH:24][c:25](-[c:32]3[cH:31][cH:30][n:29][cH:34][cH:33]3)[cH:26][n:27]2)[CH2:18][CH2:19]1. Product: N#Cc1cccnc1NC(=O)C(=O)O. RXN SMILES: [CH2:1]([CH3:2])[O:3][C:4]([C:5](=[O:6])[NH:7][c:8]1[n:9][cH:10][cH:11][cH:12][c:13]1[C:14]#[N:15])=[O:16].[Na+:18].[OH-:17].[OH2:19]>>[O:3]=[C:4]([C:5](=[O:6])[NH:7][c:8]1[n:9][cH:10][cH:11][cH:12][c:13]1[C:14]#[N:15])[OH:16]. Reactants: CCOC(=O)C(=O)Nc1ncccc1C#N, [Na+], [OH-], O. Starting materials: C(C)(C)(C)NS(=O)(=O)C1=CC=C(C=C1)[N+](=O)[O-] (N-tert-butyl-4-nitrobenzenesulfonamide). The reagents and catalysts are [Pd] (Pd/C). Run in CCO (EtOH). Product: NC1=CC=C(C=C1)S(=O)(=O)NC(C)(C)C (4-Amino-N-tert-butylbenzenesulfonamide). Yield: 97.7%. Reaction SMILES: [C:1]([NH:5][S:6]([C:9]1[CH:14]=[CH:13][C:12]([N+:15]([O-])=O)=[CH:11][CH:10]=1)(=[O:8])=[O:7])([CH3:4])([CH3:3])[CH3:2]>CCO.[Pd]>[NH2:15][C:12]1[CH:13]=[CH:14][C:9]([S:6]([NH:5][C:1]([CH3:4])([CH3:3])[CH3:2])(=[O:8])=[O:7])=[CH:10][CH:11]=1. Reported procedure: A solution of N-tert-butyl-4-nitrobenzenesulfonamide (10.0 g, 39 mmol) in EtOH (100 mL) is stirred for 48 h under a H2 atmosphere in the presence of 10% Pd/C (1.50 g). The resulting mixture is filtered and concentrated to give the desired product as a slightly-coloured solid (8.7 g, yield: 98%).